This data is from the Open Reaction Database (ORD), a public repository of structured organic reaction records. The task is: describe an organic reaction: reactants, conditions, products, and yield Reactants: CN1CCCC1=O, Cl, NCCNC(=O)C(F)(F)F, Cc1cc([N+](=O)[O-])ccc1F, [Na+], [Na+], O=C([O-])[O-], O. Product: Cc1cc([N+](=O)[O-])ccc1NCCNC(=O)C(F)(F)F. As a reaction SMILES: [CH3:29][N:30]1[CH2:31][CH2:32][CH2:33][C:34]1=[O:35].[ClH:18].[F:19][C:20]([C:21](=[O:22])[NH:23][CH2:24][CH2:25][NH2:26])([F:27])[F:28].[F:1][c:2]1[c:3]([CH3:11])[cH:4][c:5]([N+:8](=[O:9])[O-:10])[cH:6][cH:7]1.[Na+:12].[Na+:13].[O-:14][C:15](=[O:16])[O-:17].[OH2:36]>>[c:2]1([NH:26][CH2:25][CH2:24][NH:23][C:21]([C:20]([F:19])([F:27])[F:28])=[O:22])[c:3]([CH3:11])[cH:4][c:5]([N+:8](=[O:9])[O-:10])[cH:6][cH:7]1. Reactants: C(CC)N(CCC)C1CC2=CC(=C(C=C2C1)CN)CN (2-(N,N-Dipropylamino)-5,6-bis(aminomethyl)indane), C(#N)C1=CC=C(C=C1)S(=O)(=O)Cl (4-cyanobenzenesulfonyl chloride). Solvent: N1=CC=CC=C1 (pyridine), C([O-])([O-])=O.[Na+].[Na+] (sodium carbonate). Reaction conditions: time 4 hour. Yields the product C(CC)N(CCC)C1CC2=CC(=C(C=C2C1)CNS(=O)(=O)C1=CC=C(C=C1)C#N)CNS(=O)(=O)C1=CC=C(C=C1)C#N (2-(N,N-Dipropylamino)-5,6-bis(4-cyanophenylsulfonylaminomethyl)indane). As a reaction SMILES: [CH2:1]([N:4]([CH:8]1[CH2:16][C:15]2[C:10](=[CH:11][C:12]([CH2:19][NH2:20])=[C:13]([CH2:17][NH2:18])[CH:14]=2)[CH2:9]1)[CH2:5][CH2:6][CH3:7])[CH2:2][CH3:3].[C:21]([C:23]1[CH:28]=[CH:27][C:26]([S:29](Cl)(=[O:31])=[O:30])=[CH:25][CH:24]=1)#[N:22]>N1C=CC=CC=1.C(=O)([O-])[O-].[Na+].[Na+]>[CH2:1]([N:4]([CH:8]1[CH2:9][C:10]2[C:15](=[CH:14][C:13]([CH2:17][NH:18][S:29]([C:26]3[CH:25]=[CH:24][C:23]([C:21]#[N:22])=[CH:28][CH:27]=3)(=[O:31])=[O:30])=[C:12]([CH2:19][NH:20][S:29]([C:26]3[CH:27]=[CH:28][C:23]([C:21]#[N:22])=[CH:24][CH:25]=3)(=[O:31])=[O:30])[CH:11]=2)[CH2:16]1)[CH2:5][CH2:6][CH3:7])[CH2:2][CH3:3] |f:3.4.5|. Reported procedure: A solution of 2-(N,N-dipropylamino)-5,6-bis(aminomethyl)indane 52 (0.276 g, 1.00 mmol) in pyridine (4.0 ml) was cooled in ice, and 4-cyanobenzenesulfonyl chloride (0.61 g, 3.0 mmol) was added. The mixture was stirred at room temperature for 4 hours. The mixture was diluted with 10% sodium carbonate solution and extracted three times with ethyl acetate. The combined extracts were washed with brine and dried (MgSO4). The solvent was removed under vacuum to leave a dark oil. Purification by flash c...